This data is from the Open Reaction Database (ORD), a public repository of structured organic reaction records. The task is: describe an organic reaction: reactants, conditions, products, and yield Starting materials: C(C)N1N=C(C=CC1=O)C1=NC=C(N=C1C1=CC=CC=C1)NCC1=CC=C(C=C1)OC (2-ethyl-6-{5-[(4-methoxybenzyl)amino]-3-phenyl-2-pyrazinyl}-3(2H)-pyridazinone), Cl (HCl). Run in C1(=CC=CC=C1)C (toluene). Yields the product NC=1N=C(C(=NC1)C=1C=CC(N(N1)CC)=O)C1=CC=CC=C1 (6-(5-amino-3-phenyl-2-pyrazinyl)-2-ethyl-3(2H)-pyridazinone). The yield is 60.0%. Reaction SMILES: [CH2:1]([N:3]1[C:8](=[O:9])[CH:7]=[CH:6][C:5]([C:10]2[C:15]([C:16]3[CH:21]=[CH:20][CH:19]=[CH:18][CH:17]=3)=[N:14][C:13]([NH:22]CC3C=CC(OC)=CC=3)=[CH:12][N:11]=2)=[N:4]1)[CH3:2].Cl>C1(C)C=CC=CC=1>[NH2:22][C:13]1[N:14]=[C:15]([C:16]2[CH:21]=[CH:20][CH:19]=[CH:18][CH:17]=2)[C:10]([C:5]2[CH:6]=[CH:7][C:8](=[O:9])[N:3]([CH2:1][CH3:2])[N:4]=2)=[N:11][CH:12]=1. Procedure details: A suspension of 2-ethyl-6-{5-[(4-methoxybenzyl)amino]-3-phenyl-2-pyrazinyl}-3(2H)-pyridazinone (500 mg) in a mixture of conc. HCl (1.5 ml) and toluene (0.5 ml) was refluxed for 4 hours. After removal of an organic layer, an aqueous layer was adjusted to pH 4 with 6N aq. NaOH under ice-cooling. The precipitate was purified by column chromatography on silica gel eluting with a mixture of n-hexane and EtOAc (20:80 v/v) to give 6-(5-amino-3-phenyl-2-pyrazinyl)-2-ethyl-3(2H)-pyridazinone (213 mg). The reactants are C(=O)([O-])[O-].[Na+].[Na+] (Na2CO3), ClC1=NC(=CC(=N1)N1CC2CCC(C1)O2)Cl (3-(2,6-Dichloro-pyrimidin-4-yl)-8-oxa-3-aza-bicyclo[3.2.1]octane), CC1(OB(OC1(C)C)C1=CC=C(N)C=C1)C (4-(4,4,5,5-tetramethyl-1,3,2-dioxaborolan-2-yl)aniline). The reagents and catalysts are C=1C=CC(=CC1)[P](C=2C=CC=CC2)(C=3C=CC=CC3)[Pd]([P](C=4C=CC=CC4)(C=5C=CC=CC5)C=6C=CC=CC6)([P](C=7C=CC=CC7)(C=8C=CC=CC8)C=9C=CC=CC9)[P](C=1C=CC=CC1)(C=1C=CC=CC1)C=1C=CC=CC1 (Pd(PPh3)4). Solvent: C1(=CC=CC=C1)C (toluene), C(C)(=O)OCC (ethyl acetate), C(C)O (ethanol). Run at temperature 120 celsius. Yields the product ClC1=NC(=CC(=N1)C1=CC=C(C=C1)N)N1CC2CCC(C1)O2 (4-[2-chloro-6-(8-oxa-3-aza-bicyclo[3.2.1]oct-3-yl)-pyrimidin-4-yl]-phenylamine), ClC1=NC(=NC(=C1)N1CC2CCC(C1)O2)C2=CC=C(C=C2)N (4-[4-chloro-6-(8-oxa-3-aza-bicyclo[3.2.1]oct-3-yl)-pyrimidin-2-yl]-phenylamine). The yield is 15.0%. RXN SMILES: [Cl:1][C:2]1[N:7]=[C:6]([N:8]2[CH2:14][CH:13]3[O:15][CH:10]([CH2:11][CH2:12]3)[CH2:9]2)[CH:5]=[C:4]([Cl:16])[N:3]=1.CC1(C)C(C)(C)OB([C:25]2[CH:31]=[CH:30][C:28]([NH2:29])=[CH:27][CH:26]=2)O1.C([O-])([O-])=O.[Na+].[Na+]>C1(C)C=CC=CC=1.C(O)C.C(OCC)(=O)C.C1C=CC([P]([Pd]([P](C2C=CC=CC=2)(C2C=CC=CC=2)C2C=CC=CC=2)([P](C2C=CC=CC=2)(C2C=CC=CC=2)C2C=CC=CC=2)[P](C2C=CC=CC=2)(C2C=CC=CC=2)C2C=CC=CC=2)(C2C=CC=CC=2)C2C=CC=CC=2)=CC=1>[Cl:1][C:2]1[N:3]=[C:4]([C:25]2[CH:31]=[CH:30][C:28]([NH2:29])=[CH:27][CH:26]=2)[CH:5]=[C:6]([N:8]2[CH2:14][CH:13]3[O:15][CH:10]([CH2:11][CH2:12]3)[CH2:9]2)[N:7]=1.[Cl:16][C:4]1[CH:5]=[C:6]([N:8]2[CH2:14][CH:13]3[O:15][CH:10]([CH2:11][CH2:12]3)[CH2:9]2)[N:7]=[C:2]([C:25]2[CH:31]=[CH:30][C:28]([NH2:29])=[CH:27][CH:26]=2)[N:3]=1 |f:2.3.4,^1:58,60,79,98|. Procedure details: In a 2-5 mL microwave vial was placed 3-(2,6-dichloropyrimidin-4-yl)-8-oxa-3-azabicyclo[3.2.1]octane (9, 100 mg, 0.384 mmol) and 4-(4,4,5,5-tetramethyl-1,3,2-dioxaborolan-2-yl)aniline (84 mg, 0.384 mmol) in toluene (1.500 mL) and ethanol (1 mL) to give a light yellow solution. Na2CO3 (2M solution in water) (0.769 mL, 1.538 mmol) was added. The mixture was degassed by bubbling nitrogen through the solution. Pd(PPh3)4 (22.21 mg, 0.019 mmol) was added. The reaction was heated under microwave irradi... Reported procedure: A solution of 0.101 g (0.1 mmole) of 17-ethyl-1,14-dihydroxy-12-[2'-(4"-hydroxy-3"-methoxycyclohexyl)-1'-methylvinyl]-23,25-dimethoxy-13,19,21,27-tetramethyl-11,28-dioxa-4-azatricyclo[22.3.1.04,9 ]octacos-18-ene-2,3,10,16-tetrone in 5 mL of dry THF was cooled to 0° C. under nitrogen. Then 1 mL of a 0.5M solution of methyllithium was added dropwise and the solution was stirred at -78° C. for 24 h. The solution was quenched at -78° C. by addition of 0.2 mL of glacial acetic acid and then diluted w... Conditions: temperature -78 celsius, time 24 hour. As a reaction SMILES: [CH2:1]([CH:3]1[CH:29]=[C:28]([CH3:30])[CH2:27][CH:26]([CH3:31])[CH2:25][CH:24]([O:32][CH3:33])[CH:23]2[O:34][C:19]([OH:38])([CH:20]([CH3:37])[CH2:21][CH:22]2[O:35][CH3:36])[C:18](=[O:39])[C:17](=[O:40])[N:16]2[CH:11]([CH2:12][CH2:13][CH2:14][CH2:15]2)[C:10](=[O:41])[O:9][CH:8]([C:42]([CH3:53])=[CH:43][CH:44]2[CH2:49][CH2:48][CH:47]([OH:50])[CH:46]([O:51][CH3:52])[CH2:45]2)[CH:7]([CH3:54])[CH:6]([OH:55])[CH2:5][C:4]1=[O:56])[CH3:2].[CH3:57][Li]>C1COCC1>[CH2:1]([CH:3]1[CH:29]=[C:28]([CH3:30])[CH2:27][CH:26]([CH3:31])[CH2:25][CH:24]([O:32][CH3:33])[CH:23]2[O:34][C:19]([OH:38])([CH:20]([CH3:37])[CH2:21][CH:22]2[O:35][CH3:36])[C:18](=[O:39])[C:17](=[O:40])[N:16]2[CH:11]([CH2:12][CH2:13][CH2:14][CH2:15]2)[C:10](=[O:41])[O:9][CH:8]([C:42]([CH3:53])=[CH:43][CH:44]2[CH2:49][CH2:48][CH:47]([OH:50])[CH:46]([O:51][CH3:52])[CH2:45]2)[CH:7]([CH3:54])[CH:6]([OH:55])[CH2:5][C:4]1([OH:56])[CH3:57])[CH3:2]. Yield: 68.0%. Solvent: C1CCOC1 (THF). Reactants: solution, C[Li] (methyllithium), C(C)C1C(CC(C(C(OC(C2CCCCN2C(C(C2(C(CC(C(C(CC(CC(=C1)C)C)OC)O2)OC)C)O)=O)=O)=O)C(=CC2CC(C(CC2)O)OC)C)C)O)=O (17-ethyl-1,14-dihydroxy-12-[2'-(4"-hydroxy-3"-methoxycyclohexyl)-1'-methylvinyl]-23,25-dimethoxy-13,19,21,27-tetramethyl-11,28-dioxa-4-azatricyclo[22.3.1.04,9 ]octacos-18-ene-2,3,10,16-tetrone). Yields the product C(C)C1C(CC(C(C(OC(C2CCCCN2C(C(C2(C(CC(C(C(CC(CC(=C1)C)C)OC)O2)OC)C)O)=O)=O)=O)C(=CC2CC(C(CC2)O)OC)C)C)O)(C)O (17-Ethyl-1,14,16-trihydroxy-12-[2'-(4"-hydroxy-3"-methoxycyclohexyl)-1'-methylvinyl]-23,25-dimethoxy-16-methyl-13,19,21,27-tetramethyl-11,28-dioxa-4-azatricyclo[22.3.1.04,9 ]octacos-18-ene-2,3,10-trione). Reactants: C=CCBr, [H-], [Na+], CN(C)C=O, O, OCc1cccc(CO)n1. Product: C=CCOCc1cccc(CO)n1. Reaction SMILES: [CH2:13]([CH:14]=[CH2:15])[Br:16].[H-:11].[Na+:12].[O:18]=[CH:19][N:20]([CH3:21])[CH3:22].[OH2:17].[n:1]1[c:2]([CH2:9][OH:10])[cH:3][cH:4][cH:5][c:6]1[CH2:7][OH:8]>>[n:1]1[c:2]([CH2:9][OH:10])[cH:3][cH:4][cH:5][c:6]1[CH2:7][O:8][CH2:15][CH:14]=[CH2:13]. Starting materials: COc1ccc(CN)cc1, CCOC(C)=O, CS(C)=O, COCCOc1cc(F)ccc1[N+](=O)[O-], O. The product is COCCOc1cc(NCc2ccc(OC)cc2)ccc1[N+](=O)[O-]. As a reaction SMILES: [CH3:16][O:17][c:18]1[cH:19][cH:20][c:21]([CH2:22][NH2:23])[cH:24][cH:25]1.[CH3:26][CH2:27][O:28][C:29](=[O:30])[CH3:31].[CH3:33][S:34](=[O:35])[CH3:36].[F:1][c:2]1[cH:3][c:4]([O:11][CH2:12][CH2:13][O:14][CH3:15])[c:5]([N+:8](=[O:9])[O-:10])[cH:6][cH:7]1.[OH2:32]>>[c:2]1([NH:23][CH2:22][c:21]2[cH:20][cH:19][c:18]([O:17][CH3:16])[cH:25][cH:24]2)[cH:3][c:4]([O:11][CH2:12][CH2:13][O:14][CH3:15])[c:5]([N+:8](=[O:9])[O-:10])[cH:6][cH:7]1. Reactants: O=Cc1cc(F)c(O)c(Br)c1F, O=C([O-])[O-], CCOC(C)=O, COS(=O)(=O)OC, [K+], [K+], CN(C)C=O. The product is COc1c(F)cc(C=O)c(F)c1Br. As a reaction SMILES: [Br:1][c:2]1[c:3]([F:12])[c:4]([CH:5]=[O:6])[cH:7][c:8]([F:11])[c:9]1[OH:10].[C:13](=[O:14])([O-:15])[O-:16].[CH2:26]([O:27][C:28](=[O:29])[CH3:30])[CH3:31].[CH3:19][O:20][S:21]([O:22][CH3:23])(=[O:24])=[O:25].[K+:17].[K+:18].[O:32]=[CH:33][N:34]([CH3:35])[CH3:36]>>[Br:1][c:2]1[c:3]([F:12])[c:4]([CH:5]=[O:6])[cH:7][c:8]([F:11])[c:9]1[O:10][CH3:13]. Reactants: O[C@@H](CN1[C@H](CN(CC1)C(=O)OC(C)(C)C)C)COC1=CC2=C(N=C(S2)C)C=C1 (tert-Butyl (3S)-4-[(2S)-2-hydroxy-3-(2-methylbenzothiazol-6-yloxy)propyl]-3-methylpiperazinecarboxylate). Solvent: FC(C(=O)O)(F)F (trifluoroacetic acid). The product is C[C@@H]1N(CCNC1)C[C@@H](COC1=CC2=C(N=C(S2)C)C=C1)O ((2S)-1-((2S)-2-methylpiperazinyl)-3-(2-methylbenzothiazol-6-yloxy)propan-2-ol). As a reaction SMILES: [OH:1][C@H:2]([CH2:18][O:19][C:20]1[CH:29]=[CH:28][C:23]2[N:24]=[C:25]([CH3:27])[S:26][C:22]=2[CH:21]=1)[CH2:3][N:4]1[CH2:9][CH2:8][N:7](C(OC(C)(C)C)=O)[CH2:6][C@@H:5]1[CH3:17]>FC(F)(F)C(O)=O>[CH3:17][C@H:5]1[CH2:6][NH:7][CH2:8][CH2:9][N:4]1[CH2:3][C@H:2]([OH:1])[CH2:18][O:19][C:20]1[CH:29]=[CH:28][C:23]2[N:24]=[C:25]([CH3:27])[S:26][C:22]=2[CH:21]=1. Reported procedure: tert-Butyl (3S)-4-[(2S)-2-hydroxy-3-(2-methylbenzothiazol-6-yloxy)propyl]-3-methylpiperazinecarboxylate (3 g) in trifluoroacetic acid (50 ml) was stirred at room temperature for 72 hours. The TFA was removed by evaporation under reduced pressure and the residue was dissolved in 50 ml of MEOH. The pH adjusted to between pH 8-pH 9 using tris-resin(Argonaut) rendering (2S)-1-((2S)-2-methylpiperazinyl)-3-(2-methylbenzothiazol-6-yloxy)propan-2-ol, which was used without further purification.